Dataset: the Open Reaction Database (ORD), a public repository of structured organic reaction records. Task: describe an organic reaction: reactants, conditions, products, and yield The reactants are C(C)(C)(C)OC(=O)NC(C(CSC1CCCCC1)O)CC(C)C (3-t-butyloxycarbonylamino-1-cyclohexylmercapto-2-hydroxy-5-methylhexane), Cl (HCl). Run in CO (methanol). Reaction conditions: time 10 hour. Product: Cl.NC(C(CSC1CCCCC1)O)CC(C)C (3-Amino-1-cyclohexylmercapto-2-hydroxy-5-methylhexane hydrochloride). As a reaction SMILES: C(OC([NH:8][CH:9]([CH2:20][CH:21]([CH3:23])[CH3:22])[CH:10]([OH:19])[CH2:11][S:12][CH:13]1[CH2:18][CH2:17][CH2:16][CH2:15][CH2:14]1)=O)(C)(C)C.[ClH:24]>CO>[ClH:24].[NH2:8][CH:9]([CH2:20][CH:21]([CH3:23])[CH3:22])[CH:10]([OH:19])[CH2:11][S:12][CH:13]1[CH2:18][CH2:17][CH2:16][CH2:15][CH2:14]1 |f:3.4|. Procedure details: To a stirred solution of approximately 0.25 mmol of the resultant compound of Example 3 in methanol was added methanolic HCl (10 ml of approximately 0.75M). After 8-12 hours, the solvent was evaporated, and the desired compound was used without further purification.